From a dataset of the Open Reaction Database (ORD), a public repository of structured organic reaction records. describe an organic reaction: reactants, conditions, products, and yield Starting materials: CSc1ccc(Br)cc1, C1CCOC1, CC(C)(C)[O-], [Na+], O=C(C=Cc1ccccc1)C=Cc1ccccc1, O=C(C=Cc1ccccc1)C=Cc1ccccc1, O=C(C=Cc1ccccc1)C=Cc1ccccc1, O, CC(=O)C(C)(C)O, [Pd], [Pd]. The product is CSc1ccc(CC(=O)C(C)(C)O)cc1. RXN SMILES: [Br:7][c:8]1[cH:9][cH:10][c:11]([S:14][CH3:15])[cH:12][cH:13]1.[CH2:23]1[O:24][CH2:25][CH2:26][CH2:27]1.[CH3:1][C:2]([CH3:3])([O-:4])[CH3:5].[Na+:6].[O:31]=[C:32]([CH:33]=[CH:34][c:35]1[cH:36][cH:37][cH:38][cH:39][cH:40]1)[CH:41]=[CH:42][c:43]1[cH:44][cH:45][cH:46][cH:47][cH:48]1.[O:49]=[C:50]([CH:51]=[CH:52][c:53]1[cH:54][cH:55][cH:56][cH:57][cH:58]1)[CH:59]=[CH:60][c:61]1[cH:62][cH:63][cH:64][cH:65][cH:66]1.[O:67]=[C:68]([CH:69]=[CH:70][c:71]1[cH:72][cH:73][cH:74][cH:75][cH:76]1)[CH:77]=[CH:78][c:79]1[cH:80][cH:81][cH:82][cH:83][cH:84]1.[OH2:28].[OH:16][C:17]([C:18]([CH3:19])=[O:20])([CH3:21])[CH3:22].[Pd:29].[Pd:30]>>[c:8]1([CH2:19][C:18]([C:17]([OH:16])([CH3:21])[CH3:22])=[O:20])[cH:9][cH:10][c:11]([S:14][CH3:15])[cH:12][cH:13]1.